From a dataset of the Open Reaction Database (ORD), a public repository of structured organic reaction records. describe an organic reaction: reactants, conditions, products, and yield Starting materials: Br, CC(=O)c1cc(C)c(O)c(C(C)(C)C)c1, CCOC(C)=O, ClC(Cl)Cl, Br[Cu]Br. Product: Cc1cc(C(=O)CBr)cc(C(C)(C)C)c1O. Reaction SMILES: [BrH:16].[C:1]([CH3:2])([CH3:3])([CH3:4])[c:5]1[c:6]([OH:15])[c:7]([CH3:14])[cH:8][c:9]([C:11]([CH3:12])=[O:13])[cH:10]1.[CH3:21][CH2:22][O:23][C:24](=[O:25])[CH3:26].[CH:17]([Cl:18])([Cl:19])[Cl:20].[Cu:27]([Br:28])[Br:29]>>[C:1]([CH3:2])([CH3:3])([CH3:4])[c:5]1[c:6]([OH:15])[c:7]([CH3:14])[cH:8][c:9]([C:11]([CH2:12][Br:16])=[O:13])[cH:10]1. The reactants are C1(CC1)CN1C(N(C(C=2C1=NN(C2C2=CC(=CN2C)C(=O)O)CC2=CNC1=CC=C(C=C21)C)=O)C)=O (5-{7-(cyclopropylmethyl)-5-methyl-2-[(5-methyl-1H-indol-3-yl)methyl]-4,6-dioxo-4,5,6,7-tetrahydro-2H-pyrazolo[3,4-d]pyrimidin-3-yl}-1-methyl-1H-pyrrole-3-carboxylic acid), Cl.O(C)N (methoxylamine hydrochloride), C(#N)P(OCC)(OCC)=O (diethyl cyanophosphonate). Yields the product C1(CC1)CN1C(N(C(C=2C1=NN(C2C2=CC(=CN2C)C(=O)NOC)CC2=CNC1=CC=C(C=C21)C)=O)C)=O (5-{7-(cyclopropylmethyl)-5-methyl-2[(5-methyl-1H-indol-3-yl)methyl]-4,6-dioxo-4,5,6,7-tetrahydro-2H-pyrazolo[3,4-d]pyrimidin-3-yl}-N-methoxy-1-methyl-1H-pyrrole-3-carboxamide). Reaction SMILES: [CH:1]1([CH2:4][N:5]2[C:10]3=[N:11][N:12]([CH2:23][C:24]4[C:32]5[C:27](=[CH:28][CH:29]=[C:30]([CH3:33])[CH:31]=5)[NH:26][CH:25]=4)[C:13]([C:14]4[N:18]([CH3:19])[CH:17]=[C:16]([C:20]([OH:22])=O)[CH:15]=4)=[C:9]3[C:8](=[O:34])[N:7]([CH3:35])[C:6]2=[O:36])[CH2:3][CH2:2]1.Cl.[O:38]([NH2:40])[CH3:39].C(P(=O)(OCC)OCC)#N>>[CH:1]1([CH2:4][N:5]2[C:10]3=[N:11][N:12]([CH2:23][C:24]4[C:32]5[C:27](=[CH:28][CH:29]=[C:30]([CH3:33])[CH:31]=5)[NH:26][CH:25]=4)[C:13]([C:14]4[N:18]([CH3:19])[CH:17]=[C:16]([C:20]([NH:40][O:38][CH3:39])=[O:22])[CH:15]=4)=[C:9]3[C:8](=[O:34])[N:7]([CH3:35])[C:6]2=[O:36])[CH2:3][CH2:2]1 |f:1.2|. Procedure: This compound was synthesized by the reaction of 5-{7-(cyclopropylmethyl)-5-methyl-2-[(5-methyl-1H-indol-3-yl)methyl]-4,6-dioxo-4,5,6,7-tetrahydro-2H-pyrazolo[3,4-d]pyrimidin-3-yl}-1-methyl-1H-pyrrole-3-carboxylic acid and methoxylamine hydrochloride using diethyl cyanophosphonate as a coupling reagent. Mass: 516.21 (M+H).